Dataset: the Open Reaction Database (ORD), a public repository of structured organic reaction records. Task: describe an organic reaction: reactants, conditions, products, and yield Starting materials: O=C([O-])[O-], C#CCO, CC#N, O=Cc1cc(F)c(F)c(F)c1, [K+], [K+], O. Product: C#CCOc1c(F)cc(C=O)cc1F. As a reaction SMILES: [C:19](=[O:20])([O-:21])[O-:22].[CH2:4]([C:5]#[CH:6])[OH:7].[CH3:1][C:2]#[N:3].[F:8][c:9]1[cH:10][c:11]([CH:12]=[O:13])[cH:14][c:15]([F:18])[c:16]1[F:17].[K+:23].[K+:24].[OH2:25]>>[CH2:4]([C:5]#[CH:6])[O:7][c:16]1[c:9]([F:8])[cH:10][c:11]([CH:12]=[O:13])[cH:14][c:15]1[F:18].